This data is from the Open Reaction Database (ORD), a public repository of structured organic reaction records. The task is: describe an organic reaction: reactants, conditions, products, and yield Starting materials: CC(C)(C)OC(=O)NCCc1c[nH]cn1, C1CCOC1, CI, [H-], [Na+]. Yields the product Cn1cnc(CCNC(=O)OC(C)(C)C)c1. As a reaction SMILES: [C:1]([CH3:2])([CH3:3])([CH3:4])[O:5][C:6]([NH:7][CH2:8][CH2:9][c:10]1[n:11][cH:12][nH:13][cH:14]1)=[O:15].[CH2:20]1[O:21][CH2:22][CH2:23][CH2:24]1.[CH3:18][I:19].[H-:17].[Na+:16]>>[C:1]([CH3:2])([CH3:3])([CH3:4])[O:5][C:6]([NH:7][CH2:8][CH2:9][c:10]1[n:11][cH:12][n:13]([CH3:18])[cH:14]1)=[O:15]. Starting materials: CO, ClCCl, C=Cc1cc(OC(F)(F)F)ccc1Cl. The product is O=Cc1cc(OC(F)(F)F)ccc1Cl. RXN SMILES: [CH3:15][OH:16].[Cl:17][CH2:18][Cl:19].[Cl:1][c:2]1[c:3]([CH:13]=[CH2:14])[cH:4][c:5]([O:8][C:9]([F:10])([F:11])[F:12])[cH:6][cH:7]1>>[Cl:1][c:2]1[c:3]([CH:13]=[O:16])[cH:4][c:5]([O:8][C:9]([F:10])([F:11])[F:12])[cH:6][cH:7]1.